This data is from the Open Reaction Database (ORD), a public repository of structured organic reaction records. The task is: describe an organic reaction: reactants, conditions, products, and yield The product is CC(=O)C=Cc1ccc(Cl)cc1. Reaction SMILES: [CH3:13][CH2:14][O:15][C:16](=[O:17])[CH3:18].[CH3:19][C:20]([CH3:21])=[O:22].[Cl:1][c:2]1[cH:3][cH:4][c:5]([CH:6]=[O:7])[cH:8][cH:9]1.[Na+:11].[OH-:10].[OH2:12]>>[Cl:1][c:2]1[cH:3][cH:4][c:5]([CH:6]=[CH:19][C:20]([CH3:21])=[O:22])[cH:8][cH:9]1. Starting materials: CCOC(C)=O, CC(C)=O, O=Cc1ccc(Cl)cc1, [Na+], [OH-], O. As a reaction SMILES: C(OC(=O)[NH:7][C:8]1[CH:13]=[C:12]([O:14][CH2:15][CH2:16][CH3:17])[C:11]([C:18]([F:21])([F:20])[F:19])=[CH:10][C:9]=1[NH:22][C:23](=[O:42])[CH2:24][C:25]([C:27]1[CH:32]=[CH:31][CH:30]=[C:29]([C:33]2[CH:34]=[N:35][C:36]([CH:39]3[CH2:41][CH2:40]3)=[CH:37][CH:38]=2)[CH:28]=1)=O)(C)(C)C.C(O)(C(F)(F)F)=O>C(Cl)Cl>[CH:39]1([C:36]2[N:35]=[CH:34][C:33]([C:29]3[CH:28]=[C:27]([C:25]4[CH2:24][C:23](=[O:42])[NH:22][C:9]5[CH:10]=[C:11]([C:18]([F:19])([F:20])[F:21])[C:12]([O:14][CH2:15][CH2:16][CH3:17])=[CH:13][C:8]=5[N:7]=4)[CH:32]=[CH:31][CH:30]=3)=[CH:38][CH:37]=2)[CH2:40][CH2:41]1. Starting materials: C(C)(C)(C)OC(NC1=C(C=C(C(=C1)OCCC)C(F)(F)F)NC(CC(=O)C1=CC(=CC=C1)C=1C=NC(=CC1)C1CC1)=O)=O ((2-{3-[3-(6-cyclopropyl-pyridin-3-yl)-phenyl]-3-oxo-propionylamino}-5-propoxy-4-trifluoromethyl-phenyl)-carbamic acid tert-butyl ester), C(=O)(C(F)(F)F)O (TFA). Yields the product C1(CC1)C1=CC=C(C=N1)C=1C=C(C=CC1)C1=NC2=C(NC(C1)=O)C=C(C(=C2)OCCC)C(F)(F)F (4-[3-(6-Cyclopropyl-pyridin-3-yl)-phenyl]-7-propoxy-8-trifluoromethyl-1,3-dihydro-benzo[b][1,4]diazepin-2-one), solid. The solvent is C(Cl)Cl (CH2Cl2). Isolated yield 54.0%. Procedure details: The title compound was prepared from (2-{3-[3-(6-cyclopropyl-pyridin-3-yl)-phenyl]-3-oxo-propionylamino}-5-propoxy-4-trifluoromethyl-phenyl)-carbamic acid tert-butyl ester (Example M196) (362 mg, 0.59 mmol) by treatment with TFA in CH2Cl2 according to the general procedure N. Obtained as an off-white solid (153 mg, 54%). The reactants are BrC=1C(=CC(=NC1)NN)C (5-bromo-2-hydrazinyl-4-methylpyridine), C(#N)C1=CC=C(C=C1)C(C(=O)OCC)=CN(C)C (ethyl 2-(4-cyanophenyl)-3-(dimethylamino)acrylate), Cl (HCl), CCN(C(C)C)C(C)C (DIEA). Solvent: C(C)(C)O (isopropanol). Conditions: time 2 hour. The product is BrC=1C(=CC(=NC1)N1N=CC(=C1O)C1=CC=C(C#N)C=C1)C (4-(1-(5-bromo-4-methylpyridin-2-yl)-5-hydroxy-1H-pyrazol-4-yl)benzonitrile). The yield is 81.8%. As a reaction SMILES: [Br:1][C:2]1[C:3]([CH3:10])=[CH:4][C:5]([NH:8][NH2:9])=[N:6][CH:7]=1.[C:11]([C:13]1[CH:18]=[CH:17][C:16]([C:19](=[CH:25]N(C)C)[C:20](OCC)=[O:21])=[CH:15][CH:14]=1)#[N:12].Cl.CCN(C(C)C)C(C)C>C(O)(C)C>[Br:1][C:2]1[C:3]([CH3:10])=[CH:4][C:5]([N:8]2[C:20]([OH:21])=[C:19]([C:16]3[CH:15]=[CH:14][C:13]([C:11]#[N:12])=[CH:18][CH:17]=3)[CH:25]=[N:9]2)=[N:6][CH:7]=1. Reported procedure: Combined 5-bromo-2-hydrazinyl-4-methylpyridine (6.0 g, 29.85 mmol) and isopropanol (100 mL) and added ethyl 2-(4-cyanophenyl)-3-(dimethylamino)acrylate (8.02 g, 32.84 mmol) and HCl solution (aqueous, 1.85%, 49.75 mL) and stirred at room temperature for 2 h, then DIEA (19.40 g, 149.25 mmol) was added. After about 30 minutes the reaction was evaporated to give a residue which was extracted with EtOAc (50 mL×2) and water (50 mL×2), the EtOAc layers were combined and washed with brine, dried over Na... The product is ClC1=C(C=CC(=C1)Cl)N(C(=O)C1=CC2=C(C3=C(OCC2)C=CC(=C3)C(=O)N3C[C@@H](N[C@@H](C3)C)C)S1)C (N-(2,4-dichlorophenyl)-9-((3S,5R)-3,5-dimethylpiperazine-1-carbonyl)-N-methyl-4,5-dihydrobenzo[b]thieno[2,3-d]oxepine-2-carboxamide). Reactants: ClC1=C(C=CC(=C1)Cl)N(C(=O)C1=CC=2CCOC3=C(C2S1)C=C(C=C3)C(=O)O)C (2-[(2,4-Dichloro-phenyl)-methyl-carbamoyl]-4,5-dihydro-6-oxa-1-thia-benzo[e]azulene-9-carboxylic acid), CC1NC(CNC1)C (2,6-dimethylpiperazine). RXN SMILES: [Cl:1][C:2]1[CH:7]=[C:6]([Cl:8])[CH:5]=[CH:4][C:3]=1[N:9]([CH3:29])[C:10]([C:12]1[S:21][C:20]2[C:19]3[CH:22]=[C:23]([C:26](O)=[O:27])[CH:24]=[CH:25][C:18]=3[O:17][CH2:16][CH2:15][C:14]=2[CH:13]=1)=[O:11].[CH3:30][CH:31]1[CH2:36][NH:35][CH2:34][CH:33]([CH3:37])[NH:32]1>>[Cl:1][C:2]1[CH:7]=[C:6]([Cl:8])[CH:5]=[CH:4][C:3]=1[N:9]([CH3:29])[C:10]([C:12]1[S:21][C:20]2[C:19]3[CH:22]=[C:23]([C:26]([N:35]4[CH2:34][C@@H:33]([CH3:37])[NH:32][C@@H:31]([CH3:30])[CH2:36]4)=[O:27])[CH:24]=[CH:25][C:18]=3[O:17][CH2:16][CH2:15][C:14]=2[CH:13]=1)=[O:11]. Reported procedure: 2-[(2,4-Dichloro-phenyl)-methyl-carbamoyl]-4,5-dihydro-6-oxa-1-thia-benzo[e]azulene-9-carboxylic acid and 2,6-dimethylpiperazine were reacted by General Procedure B to give 360. NMR: (CDCl3): 1.01-1.20 (6H, br m, Me), 2.40-2.62 (2H, br, m), 2.73 (2H, s), 2.82-2.87 (1H, br, m), 2.98-3.00 (2H, m), 3.29 (3H, s, Me), 3.52-3.60 (1H, br m), 4.18-4.21 (2H, m), 4.45-4.55 (1H, br, s, NH), 6.76 (1H, s, Ar), 6.94 (1H, d, J 8.3, Ar), 7.15 (1H, dd, J 8.3 and 1.9, Ar), 7.23 (1H, d, J 8.4, Ar), 7.28 (1H, dd, J...